describe an organic reaction: reactants, conditions, products, and yield From a dataset of the Open Reaction Database (ORD), a public repository of structured organic reaction records. Starting materials: ClC1=C2C(C(C(C3(CCOCC3)C2=CC=C1)=O)C(=O)OCC)O (ethyl 5-chloro-4-hydroxy-2-oxo-2′,3′,5′,6′-tetrahydro-4H-spiro[naphthalene-1,4′-pyran]-3-carboxylate), Cl.NCC(=O)OC(C)(C)C (tert-butyl 2-aminoacetate hydrochloride), C(C)N(C(C)C)C(C)C (N-ethyl-N-isopropylpropan-2-amine). Solvent: O (H2O), CCOC(=O)C (EtOAc), O1CCOCC1 (dioxane). Run at temperature 95 celsius, time 2.5 hour. The product is C(C)(C)(C)OC(CNC(=O)C1=C(C2(CCOCC2)C2=CC=CC(=C2C1=O)Cl)O)=O (t-butyl-N-((5-chloro-2-hydroxy-4-oxo-2′,3′,5′,6′-tetrahydro-4H-spiro[naphthalene-1,4′-pyran]-3-yl)carbonyl)glycinate). Yield: 58.1%. Reaction SMILES: [Cl:1][C:2]1[CH:16]=[CH:15][CH:14]=[C:13]2[C:3]=1[CH:4]([OH:23])[CH:5]([C:18](OCC)=[O:19])[C:6](=[O:17])[C:7]12[CH2:12][CH2:11][O:10][CH2:9][CH2:8]1.Cl.[NH2:25][CH2:26][C:27]([O:29][C:30]([CH3:33])([CH3:32])[CH3:31])=[O:28].C(N(C(C)C)C(C)C)C>O1CCOCC1.O.CCOC(C)=O>[C:30]([O:29][C:27](=[O:28])[CH2:26][NH:25][C:18]([C:5]1[C:4](=[O:23])[C:3]2[C:13](=[CH:14][CH:15]=[CH:16][C:2]=2[Cl:1])[C:7]2([CH2:12][CH2:11][O:10][CH2:9][CH2:8]2)[C:6]=1[OH:17])=[O:19])([CH3:33])([CH3:32])[CH3:31] |f:1.2|. Procedure details: A mixture of ethyl 5-chloro-4-hydroxy-2-oxo-2′,3′,5′,6′-tetrahydro-4H-spiro[naphthalene-1,4′-pyran]-3-carboxylate (70 mg, 208 μmol) and tert-butyl 2-aminoacetate hydrochloride (52 mg, 312 μmol) in 1 mL dioxane was treated with N-ethyl-N-isopropylpropan-2-amine (81 mg, 624 μmol). The mixture was warmed to 95° C. and stirred for 2.5 hours, cooled to room temperature, and then diluted with 20 mL H2O and 100 mL EtOAc. The organic layers were separated, washed with 20 mL 1N HCl×2, water 20 mL, satura...